Dataset: the Open Reaction Database (ORD), a public repository of structured organic reaction records. Task: describe an organic reaction: reactants, conditions, products, and yield The reactants are C1(=CC=C(C=C1)S(=O)(=O)O)C (p-toluenesulfonic acid), ClC1=CC=C(C(=O)N)C=C1 (4-chlorobenzamide), C(C)OC(CC)OCC (propionaldehyde diethyl acetal), N1N=NC2=C1C=CC=C2 (benzotriazole). Run in C1(=CC=CC=C1)C (toluene). Product: N1(N=NC2=C1C=CC=C2)C(CC)NC(C2=CC=C(C=C2)Cl)=O (N-[1-(1H-1,2,3-benzotriazol-1-yl)propyl]-4-chlorobenzamide). The yield is 28.5%. Reaction SMILES: [Cl:1][C:2]1[CH:10]=[CH:9][C:5]([C:6]([NH2:8])=[O:7])=[CH:4][CH:3]=1.C(O[CH:14](OCC)[CH2:15][CH3:16])C.[NH:20]1[C:24]2[CH:25]=[CH:26][CH:27]=[CH:28][C:23]=2[N:22]=[N:21]1.C1(C)C=CC(S(O)(=O)=O)=CC=1>C1(C)C=CC=CC=1>[N:20]1([CH:14]([NH:8][C:6](=[O:7])[C:5]2[CH:9]=[CH:10][C:2]([Cl:1])=[CH:3][CH:4]=2)[CH2:15][CH3:16])[C:24]2[CH:25]=[CH:26][CH:27]=[CH:28][C:23]=2[N:22]=[N:21]1. Procedure details: A suspension of 4-chlorobenzamide (1.50 g, 9.6 mmol), propionaldehyde diethyl acetal (1.53 g, 11.6 mmol), and benzotriazole (1.15 g, 9.6 mmol) in toluene (35 mL) was treated with p-toluenesulfonic acid (100 mg, 0.53 mmol). The mixture was heated at reflux under Dean-Stark conditions for 16 hours, cooled to ambient temperature, and concentrated to dryness. The crude material was purified by flash chromatography (elution with 40% ethyl acetate/hexanes) to provide 0.860 g of the desired product as ... The reactants are C(C)(C)(C)OC(NCCCN(S(=O)(=O)C)CC1=CC(=CC=C1)C1=NC(=NC=C1)Cl)=O ((3-{[3-(2-Chloro-pyrimidin-4-yl)-benzyl]-methanesulfonyl-amino}-propyl)-carbamic acid tert-butyl ester), ClC=1C=C(C=CC1)CCN (2-(3-Chloro-phenyl)-ethylamine), 474. Product: NCCCN(S(=O)(=O)C)CC1=CC(=CC=C1)C1=NC(=NC=C1)NCCC1=CC(=CC=C1)Cl (N-(3-Amino-propyl)-N-(3-{2-[2-(3-chloro-phenyl)-ethylamino]-pyrimidin-4-yl}-benzyl)-methanesulfonamide). As a reaction SMILES: C(OC(=O)[NH:7][CH2:8][CH2:9][CH2:10][N:11]([CH2:16][C:17]1[CH:22]=[CH:21][CH:20]=[C:19]([C:23]2[CH:28]=[CH:27][N:26]=[C:25](Cl)[N:24]=2)[CH:18]=1)[S:12]([CH3:15])(=[O:14])=[O:13])(C)(C)C.[Cl:31][C:32]1[CH:33]=[C:34]([CH2:38][CH2:39][NH2:40])[CH:35]=[CH:36][CH:37]=1>>[NH2:7][CH2:8][CH2:9][CH2:10][N:11]([CH2:16][C:17]1[CH:22]=[CH:21][CH:20]=[C:19]([C:23]2[CH:28]=[CH:27][N:26]=[C:25]([NH:40][CH2:39][CH2:38][C:34]3[CH:35]=[CH:36][CH:37]=[C:32]([Cl:31])[CH:33]=3)[N:24]=2)[CH:18]=1)[S:12]([CH3:15])(=[O:13])=[O:14]. Procedure: Intermediate 4 was coupled to 2-(3-Chloro-phenyl)-ethylamine following procedure F and the resulting product deprotected following procedure G. LC-MS showed the product had the expected M+H+ of 474. 1H NMR (Varian 300 MHz, CD3OD, shifts relative to the solvent peak at 3.30 ppm) δ 8.85 (m, 1H) 8.15 (m, 4H) 7.6 (m, 6H) 4.45 (s, 2H) 3.95 (m, 2H) 3.4 (m, 2H) 3.18 (m, 4H) 3.0 (m, 2H) 2.9 (s, 3H) 1.75 (m, 2H). Starting materials: C(C)(C)(C)C1=NC2=C(N1CC1CCC(CC1)(F)F)C=CC(=C2)NC(C)=O (N-{2-tert-Butyl-1′-[(4,4-difluorocyclohexyl)methyl]-1H-benzimidazol-5-yl}acetamide), Cl (HCl). Solvent: CCO (EtOH). Run at temperature 120 celsius. The product is C(C)(C)(C)C1=NC2=C(N1CC1CCC(CC1)(F)F)C=CC(=C2)N (2-tert-Butyl-1-[(4,4-difluorocyclohexyl)methyl]-1H-benzimidazol-5-amine). RXN SMILES: [C:1]([C:5]1[N:9]([CH2:10][CH:11]2[CH2:16][CH2:15][C:14]([F:18])([F:17])[CH2:13][CH2:12]2)[C:8]2[CH:19]=[CH:20][C:21]([NH:23]C(=O)C)=[CH:22][C:7]=2[N:6]=1)([CH3:4])([CH3:3])[CH3:2].Cl>CCO>[C:1]([C:5]1[N:9]([CH2:10][CH:11]2[CH2:16][CH2:15][C:14]([F:18])([F:17])[CH2:13][CH2:12]2)[C:8]2[CH:19]=[CH:20][C:21]([NH2:23])=[CH:22][C:7]=2[N:6]=1)([CH3:4])([CH3:2])[CH3:3]. Procedure details: N-{2-tert-Butyl-1′-[(4,4-difluorocyclohexyl)methyl]-1H-benzimidazol-5-yl}acetamide (500 mg, 1.37 mmol) was dissolved in 10 mL of 1:1/EtOH:2M HCl. The solution was divided into two sealed tubes (5 mL/tube). Each tube was heated at 120° C. in a Personal Chemistry microwaves instrument for 1 h. The fractions were pooled and the solvent was evaporated. The residue was diluted with 2M NaOH and extracted (3×) with EtOAc. The organic phase washed with saturated aqueous NaCl solution and dried over anhy... Starting materials: COC(=O)c1ccc(OC2CCCCC2)cc1NC(=O)c1ccccc1, CO, [Na+], C1CCOC1, [OH-]. Product: O=C(Nc1cc(OC2CCCCC2)ccc1C(=O)O)c1ccccc1. RXN SMILES: [C:5]([c:6]1[cH:7][cH:8][cH:9][cH:10][cH:11]1)(=[O:12])[NH:13][c:14]1[c:15]([C:16](=[O:17])[O:18][CH3:19])[cH:20][cH:21][c:22]([O:24][CH:25]2[CH2:26][CH2:27][CH2:28][CH2:29][CH2:30]2)[cH:23]1.[CH3:3][OH:4].[Na+:2].[O:31]1[CH2:32][CH2:33][CH2:34][CH2:35]1.[OH-:1]>>[C:5]([c:6]1[cH:7][cH:8][cH:9][cH:10][cH:11]1)(=[O:12])[NH:13][c:14]1[c:15]([C:16](=[O:17])[OH:18])[cH:20][cH:21][c:22]([O:24][CH:25]2[CH2:26][CH2:27][CH2:28][CH2:29][CH2:30]2)[cH:23]1. Reactants: COc1c(-c2cc(C(=O)O)c(C)o2)cccc1[N+](=O)[O-], CO. Product: COc1c(N)cccc1-c1cc(C(=O)O)c(C)o1. Reaction SMILES: [CH3:1][O:2][c:3]1[c:4](-[c:12]2[cH:13][c:14]([C:18](=[O:19])[OH:20])[c:15]([CH3:17])[o:16]2)[cH:5][cH:6][cH:7][c:8]1[N+:9]([O-:10])=[O:11].[CH3:21][OH:22]>>[CH3:1][O:2][c:3]1[c:4](-[c:12]2[cH:13][c:14]([C:18](=[O:19])[OH:20])[c:15]([CH3:17])[o:16]2)[cH:5][cH:6][cH:7][c:8]1[NH2:9]. The reactants are CC(=O)[O-], CC(=O)[O-], CC(=O)[O-], CCOC(C)=O, CO, [Cs+], Cc1nccn2cc(-c3ccc(F)cc3F)nc12, CSc1nccc(I)n1, CN(C)C=O, O, [Pd+2], c1ccc(P(c2ccccc2)c2ccccc2)cc1. The product is CSc1nccc(-c2c(-c3ccc(F)cc3F)nc3c(C)nccn23)n1. As a reaction SMILES: [C:47]([O-:48])(=[O:49])[CH3:50].[C:59]([O-:60])(=[O:61])[CH3:62].[C:64]([O-:65])(=[O:66])[CH3:67].[CH3:53][CH2:54][O:55][C:56]([CH3:57])=[O:58].[CH3:68][OH:69].[Cs+:51].[F:20][c:21]1[c:22](-[c:28]2[n:29][c:30]3[n:31]([cH:32][cH:33][n:34][c:35]3[CH3:36])[cH:37]2)[cH:23][cH:24][c:25]([F:27])[cH:26]1.[I:38][c:39]1[n:40][c:41]([S:45][CH3:46])[n:42][cH:43][cH:44]1.[O:70]=[CH:71][N:72]([CH3:73])[CH3:74].[OH2:52].[Pd+2:63].[c:1]1([P:2]([c:3]2[cH:4][cH:5][cH:6][cH:7][cH:8]2)[c:9]2[cH:10][cH:11][cH:12][cH:13][cH:14]2)[cH:15][cH:16][cH:17][cH:18][cH:19]1>>[F:20][c:21]1[c:22](-[c:28]2[n:29][c:30]3[n:31]([cH:32][cH:33][n:34][c:35]3[CH3:36])[c:37]2-[c:39]2[n:40][c:41]([S:45][CH3:46])[n:42][cH:43][cH:44]2)[cH:23][cH:24][c:25]([F:27])[cH:26]1. Reactants: O=Cc1ccccc1Br, C#CC(C)(C)C. Yields the product CC(C)(C)C=CC(O)c1ccccc1Br. RXN SMILES: [Br:7][c:8]1[c:9]([CH:10]=[O:11])[cH:12][cH:13][cH:14][cH:15]1.[CH3:1][C:2]([C:3]#[CH:4])([CH3:5])[CH3:6]>>[CH3:1][C:2]([CH:3]=[CH:4][CH:10]([c:9]1[c:8]([Br:7])[cH:15][cH:14][cH:13][cH:12]1)[OH:11])([CH3:5])[CH3:6]. Reactants: BrN1C(CCC1=O)=O (N-Bromosuccinimide), S1C(=NC=C1)C1(CCCCC1)C#N (1-(1,3-thiazol-2-yl)cyclohexanecarbonitrile), BrN1C(CCC1=O)=O (N-bromosuccinimide), [O-]S(=O)(=S)[O-].[Na+].[Na+] (Na2S2O3). The solvent is CN(C)C=O (DMF). Run at time 2 hour. The product is BrC1=CN=C(S1)C1(CCCCC1)C#N (1-(5-bromo-1,3-thiazol-2-yl)cyclohexanecarbonitrile). The yield is 22.4%. RXN SMILES: [Br:1]N1C(=O)CCC1=O.[S:9]1[CH:13]=[CH:12][N:11]=[C:10]1[C:14]1([C:20]#[N:21])[CH2:19][CH2:18][CH2:17][CH2:16][CH2:15]1.[O-]S([O-])(=S)=O.[Na+].[Na+]>CN(C=O)C>[Br:1][C:13]1[S:9][C:10]([C:14]2([C:20]#[N:21])[CH2:19][CH2:18][CH2:17][CH2:16][CH2:15]2)=[N:11][CH:12]=1 |f:2.3.4|. Procedure details: N-Bromosuccinimide (0.33 g, 1.87 mmol) was added to a solution of the product from Step 1 (300 mg, 1.56 mmol) in DMF (5 ml) and the resulting reaction mixture was stirred at room temperature for 2 hrs. 2 aliquots of N-bromosuccinimide (0.33 g, 1.87 mmol) were added over a period of 23 hrs before addition of saturated aqueous Na2S2O3 (10 mL). The mixture was then extracted with EtOAc (2×20 mL) and the combined organic layers were washed with brine (50 mL), dried (Na2SO4), filtered and concentrate...